Dataset: the Open Reaction Database (ORD), a public repository of structured organic reaction records. Task: describe an organic reaction: reactants, conditions, products, and yield The reactants are [Na] (Sodium), C(C1=CC=CC=C1)OC(=O)N1C[C@H]2N(C([C@@H]1C)=O)C(CC2)CC=C ((3S,8aS)-6-allyl-3-methyl-4-oxo-hexahydro-pyrrolo[1,2-a]pyrazine-2-carboxylic acid benzyl ester), CC(=O)C (acetone). The reagents and catalysts are [Os](=O)(=O)(=O)=O (osmium tetroxide). The solvent is O (water). Conditions: time 3 hour. The product is C(C1=CC=CC=C1)OC(=O)N1C[C@H]2N(C([C@@H]1C)=O)C(CC2)CC=O ((3S,8aS)-3-methyl-4-oxo-6-(2-oxo-ethyl)-hexahydro-pyrrolo[1,2-a]pyrazine-2-carboxylic acid benzyl ester). Reaction SMILES: [Na].[CH2:2]([O:9][C:10]([N:12]1[C@@H:17]([CH3:18])[C:16](=[O:19])[N:15]2[CH:20]([CH2:23][CH:24]=C)[CH2:21][CH2:22][C@H:14]2[CH2:13]1)=[O:11])[C:3]1[CH:8]=[CH:7][CH:6]=[CH:5][CH:4]=1.CC(C)=[O:28]>O.[Os](=O)(=O)(=O)=O>[CH2:2]([O:9][C:10]([N:12]1[C@@H:17]([CH3:18])[C:16](=[O:19])[N:15]2[CH:20]([CH2:23][CH:24]=[O:28])[CH2:21][CH2:22][C@H:14]2[CH2:13]1)=[O:11])[C:3]1[CH:8]=[CH:7][CH:6]=[CH:5][CH:4]=1 |^1:0|. Procedure: Sodium periodiate (206 mg, 0.96 mmol) and osmium tetroxide solution (2.5% in tert-butyl alcohol, 33 μL, 3.3 μmol) were added at 0° C. to a suspension of (3S,8aS)-6-allyl-3-methyl-4-oxo-hexahydro-pyrrolo[1,2-a]pyrazine-2-carboxylic acid benzyl ester (110 mg, 0.33 mmol) in acetone (1 mL) and water (1 mL). After removal of the ice bath the reaction mixture was stirred for 3 h at room temperature, then partitioned between EtOAc and water. The organic layer was washed with brine, dried over magnesium...